Task: describe an organic reaction: reactants, conditions, products, and yield. Dataset: the Open Reaction Database (ORD), a public repository of structured organic reaction records The reactants are FC=1C=C(C=CC1CC=O)C1=CC=C(C=C1)C(F)(F)F ((3-fluoro-4′-trifluoromethyl-biphenyl-4-yl)-acetaldehyde), [BH4-].[Na+] (sodium borohydride), CCOC(=O)C.CCCCCC (EtOAc hexane). Solvent: C1CCOC1.CO (THF MeOH). Yields the product FC(C1=CC=C(C=C1)C1=CC=C(C=C1)CCO)(F)F (2-(4′-Trifluoromethyl-biphenyl-4-yl)-ethanol). Yield: 107.2%. As a reaction SMILES: F[C:2]1[CH:3]=[C:4]([C:11]2[CH:16]=[CH:15][C:14]([C:17]([F:20])([F:19])[F:18])=[CH:13][CH:12]=2)[CH:5]=[CH:6][C:7]=1[CH2:8][CH:9]=[O:10].[BH4-].[Na+].CCOC(C)=O.CCCCCC>C1COCC1.CO>[F:18][C:17]([F:19])([F:20])[C:14]1[CH:13]=[CH:12][C:11]([C:4]2[CH:5]=[CH:6][C:7]([CH2:8][CH2:9][OH:10])=[CH:2][CH:3]=2)=[CH:16][CH:15]=1 |f:1.2,3.4,5.6|. Procedure details: To a 0° C. solution of (3-fluoro-4′-trifluoromethyl-biphenyl-4-yl)-acetaldehyde (372 mg, 1.31 mmol) in THF/MeOH (10/3 mL) is added portion-wise sodium borohydride (100 mg, 2.62 mmol) and warmed to room temperature. After 1 h TLC (30% EtOAc/hexane) indicates complete consumption of starting material. The reaction mixture is concentrated and the residue is partitioned between EtOAc (100 mL) and 0.2N HCl (20 mL). The aqueous layer is extracted with a second portion of EtOAc (50 mL). The combined or...